From a dataset of the Open Reaction Database (ORD), a public repository of structured organic reaction records. describe an organic reaction: reactants, conditions, products, and yield Reactants: C(=O)=O.C(C)#N (dry ice acetonitrile), C(C1=CC=CC=C1)N1[C@H](CN(CC1)C1(CCN(CC1)C(=O)OC(C)(C)C)C#N)C (tert-butyl 4-[(3S)-4-benzyl-3-methylpiperazin-1-yl]-4-cyanopiperidine-1-carboxylate), C(=O)=O.C(C)#N (dry ice acetonitrile), C[Mg]Br (Methylmagnesium bromide), C(C)(=O)OCC (ethyl acetate). The solvent is CO (methanol), O (water), O1CCCC1 (tetrahydrofuran). Conditions: time 8 hour. The product is C(C1=CC=CC=C1)N1[C@H](CN(CC1)C1(CCN(CC1)C(=O)OC(C)(C)C)C)C (t-Butyl 4-[(3S)-4-Benzyl-3-methylpiperazin-1-yl]-4-methylpiperidine-1-carboxylate). Isolated yield 185.9%. RXN SMILES: [CH2:1]([N:8]1[CH2:13][CH2:12][N:11]([C:14]2([C:27]#N)[CH2:19][CH2:18][N:17]([C:20]([O:22][C:23]([CH3:26])([CH3:25])[CH3:24])=[O:21])[CH2:16][CH2:15]2)[CH2:10][C@@H:9]1[CH3:29])[C:2]1[CH:7]=[CH:6][CH:5]=[CH:4][CH:3]=1.C(=O)=O.C(#N)C.C[Mg]Br.C(OCC)(=O)C>O1CCCC1.CO.O>[CH2:1]([N:8]1[CH2:13][CH2:12][N:11]([C:14]2([CH3:27])[CH2:19][CH2:18][N:17]([C:20]([O:22][C:23]([CH3:26])([CH3:25])[CH3:24])=[O:21])[CH2:16][CH2:15]2)[CH2:10][C@@H:9]1[CH3:29])[C:2]1[CH:3]=[CH:4][CH:5]=[CH:6][CH:7]=1 |f:1.2|. Reported procedure: A solution of tert-butyl 4-[(3S)-4-benzyl-3-methylpiperazin-1-yl]-4-cyanopiperidine-1-carboxylate (242 g, 0.605 mol) in tetrahydrofuran (1.5 L) in a 5 L flask was cooled down to −40° C. using dry ice/acetonitrile. Methylmagnesium bromide (3.0 M in tetrahydrofuran, 800 mL) was slowly added. After the addition, the reaction mixture was slowly warmed up to room temperature and stirred overnight. After cooling down to −40° C. using dry ice/acetonitrile, celite (200 g), and then ethyl acetate (500 mL...